From a dataset of the Open Reaction Database (ORD), a public repository of structured organic reaction records. describe an organic reaction: reactants, conditions, products, and yield Reactants: [Mg] (magnesium), BrC1=CC=C(C=C1)C1OCCO1 (2-(p-bromophenyl)-1,3-dioxolan), C1(CCCCC1)=O (cyclohexanone). Solvent: O1CCCC1 (tetrahydrofuran). Reaction conditions: temperature 30 celsius. The product is OC1(CCCCC1)C1=CC=C(C=C1)C1OCCO1 (2-[p-(1-hydroxy-cyclohexyl)-phenyl]-1,3-dioxolan). As a reaction SMILES: Br[C:2]1[CH:7]=[CH:6][C:5]([CH:8]2[O:12][CH2:11][CH2:10][O:9]2)=[CH:4][CH:3]=1.[Mg].[C:14]1(=[O:20])[CH2:19][CH2:18][CH2:17][CH2:16][CH2:15]1>O1CCCC1>[OH:20][C:14]1([C:2]2[CH:7]=[CH:6][C:5]([CH:8]3[O:12][CH2:11][CH2:10][O:9]3)=[CH:4][CH:3]=2)[CH2:19][CH2:18][CH2:17][CH2:16][CH2:15]1. Reported procedure: A solution of 22.9 g of 2-(p-bromophenyl)-1,3-dioxolan in 100 ml of tetrahydrofuran is added dropwise, at 60° C, to a well stirred suspension of 2.65 g of magnesium chips, which have been washed with chloroform and activated with iodine, in 100 ml of absolute tetrahydrofuran. The dropwise addition is carried out in such a manner that after the onset of the reaction, the temperature does not rise above 60° C. At the conclusion, the reaction mixture is heated for one hour, then cooled to 30° C and... Reaction SMILES: [OH-].[Na+].[NH2:3][C:4]1[C:5]2[C:10]([N:11]=[C:12]3[C:17]=1[C:16](=[O:18])[CH2:15][CH2:14][CH2:13]3)=[CH:9][CH:8]=[CH:7][CH:6]=2.[CH2:19](I)[CH2:20][CH3:21]>S([O-])(O)(=O)=O.C([N+](CCCC)(CCCC)CCCC)CCC.ClCCl>[CH2:19]([NH:3][C:4]1[C:5]2[C:10]([N:11]=[C:12]3[C:17]=1[C:16](=[O:18])[CH2:15][CH2:14][CH2:13]3)=[CH:9][CH:8]=[CH:7][CH:6]=2)[CH2:20][CH3:21] |f:0.1,4.5|. Solvent: ClCCl (dichloromethane). Run at time 0.5 hour. Procedure details: In a mixture consisting of 150 ml of dichloromethane and 100 ml of 50% NaOH were combined 5.00 g of 9-amino-3,4-dihydroacridin-1(2H)-one and 0.80 g (0.10 eq) of tetrabutylammonium hydrogensulfate. The biphasic mixture was stirred for 0.5 hour and thereafter 6.9 ml (3 eq) of n-propyl iodide was added and the stirring at room temperature was continued for 2 days during which three more portions of the above quantities of the alkylating agent were added at 12 hour intervals. The reaction was then c... Isolated yield 63.0%. The product is C(CC)NC=1C2=CC=CC=C2N=C2CCCC(C12)=O (3,4-Dihydro-9-(n-propylamino)acridin-1(2H)-one). The reagents and catalysts are S(=O)(=O)(O)[O-].C(CCC)[N+](CCCC)(CCCC)CCCC (tetrabutylammonium hydrogensulfate). The reactants are [OH-].[Na+] (NaOH), NC=1C2=CC=CC=C2N=C2CCCC(C12)=O (9-amino-3,4-dihydroacridin-1(2H)-one), C(CC)I (n-propyl iodide). The reactants are S1C(=CC=C1)CN(CCC(=O)OCC)C=O (Ethyl 3-[(thiophen-2-ylmethyl) (formyl)amino]-propionate), [OH-].[K+] (potassium hydroxide). Solvent: C(C)O (ethanol). Reaction conditions: time 2 hour. Product: S1C(=CC=C1)CN(CCC(=O)O)C=O (3-[(Thiophen-2-ylmethyl)(formyl)amino]propanoic acid). Isolated yield 100.1%. As a reaction SMILES: [S:1]1[CH:5]=[CH:4][CH:3]=[C:2]1[CH2:6][N:7]([CH:15]=[O:16])[CH2:8][CH2:9][C:10]([O:12]CC)=[O:11].[OH-].[K+]>C(O)C>[S:1]1[CH:5]=[CH:4][CH:3]=[C:2]1[CH2:6][N:7]([CH:15]=[O:16])[CH2:8][CH2:9][C:10]([OH:12])=[O:11] |f:1.2|. Procedure: Ethyl 3-[(thiophen-2-ylmethyl) (formyl)amino]-propionate (15.6 g) prepared in the step 2 was added to a solution of 5.4 g of potassium hydroxide in 100 mL of ethanol and stirred at room temperature for 2 hours. The solvent was evaporated from the reaction solution in vacuo, 50 mL of water was added to the residue and the mixture was subjected to extraction with diethyl ether. The resulting aqueous solution was slowly neutralized with a 1N aqueous solution of hydrochloric acid with stirring to ad... The reactants are B, C1CCOC1, O=C(O)CCc1cccc(I)c1. Yields the product OCCCc1cccc(I)c1. RXN SMILES: [BH3:13].[CH2:14]1[O:15][CH2:16][CH2:17][CH2:18]1.[I:1][c:2]1[cH:3][c:4]([CH2:8][CH2:9][C:10](=[O:11])[OH:12])[cH:5][cH:6][cH:7]1>>[I:1][c:2]1[cH:3][c:4]([CH2:8][CH2:9][CH2:10][OH:11])[cH:5][cH:6][cH:7]1.